From a dataset of the Open Reaction Database (ORD), a public repository of structured organic reaction records. describe an organic reaction: reactants, conditions, products, and yield The product is Cc1ccc2nc(c3ccc(c(C)c3C)OC)c(NC3CCCCC3)n2c1. The yield is 29.4%. Starting materials: Cc1c(C=O)ccc(c1C)OC, CC1=CN=C(C=C1)N, [C-]#[N+]C1CCCCC1. Run at temperature 22 celsius, time 20 hour. Reagents/catalysts: O=C(O)C(F)(F)F (trifluoroacetic acid). The solvent is CC(C)O (isopropyl alcohol), CC(C)O (isopropylalcohol). Reaction SMILES: CC1=CC=C(N)N=C1.[C-]#[N+]C1CCCCC1.COC1=C(C)C(C)=C(C=O)C=C1>>COC1=C(C)C(C)=C(C=C1)C1=C(NC2CCCCC2)N2C=C(C)C=CC2=N1.